Dataset: the Open Reaction Database (ORD), a public repository of structured organic reaction records. Task: describe an organic reaction: reactants, conditions, products, and yield The product is O1CCN(CC1)C=1C=2N(C=CN1)C=C(N2)O (8-morpholinoimidazo[1,2-a]pyrazin-2-ol), Br (HBr). As a reaction SMILES: [O:1]1[CH2:6][CH2:5][N:4]([C:7]2[C:8]([NH2:13])=[N:9][CH:10]=[CH:11][N:12]=2)[CH2:3][CH2:2]1.[Br:14][CH2:15][C:16](O)=[O:17]>C(O)(C)C>[O:1]1[CH2:6][CH2:5][N:4]([C:7]2[C:8]3[N:9]([CH:15]=[C:16]([OH:17])[N:13]=3)[CH:10]=[CH:11][N:12]=2)[CH2:3][CH2:2]1.[BrH:14]. Reported procedure: Compound 1b (6.0 g, 33 mmol) and bromoacetic acid (5.3 g, 38 mmol) in isopropanol (100 mL) were heated at 90° C. overnight. The reaction mixture was allowed to cool to rt and the solids formed were collected by suction filtration to obtain 8-morpholinoimidazo[1,2-a]pyrazin-2-ol as its HBr salt. This compound was used in next step without further purifications. The solvent is C(C)(C)O (isopropanol). Starting materials: O1CCN(CC1)C=1C(=NC=CN1)N (3-Morpholinopyrazin-2-amine), BrCC(=O)O (bromoacetic acid). Reactants: S(=O)(=O)(OCC)OCC (diethyl sulfate), NC1=C(C=CC(=C1)[N+](=O)[O-])OCCOC (2-amino-4-nitro-β-methoxyethoxybenzene), N (ammonia). Solvent: C1(=CC=CC=C1)C (toluene). Conditions: temperature 80 celsius, time 5 hour. The product is C(C)NC1=C(C=CC(=C1)[N+](=O)[O-])OCCOC (2-ethylamino-4-nitro-β-methoxyethoxybenzene). The yield is 89.5%. RXN SMILES: S(OCC)(O[CH2:5][CH3:6])(=O)=O.[NH2:10][C:11]1[CH:16]=[C:15]([N+:17]([O-:19])=[O:18])[CH:14]=[CH:13][C:12]=1[O:20][CH2:21][CH2:22][O:23][CH3:24].N>C1(C)C=CC=CC=1>[CH2:5]([NH:10][C:11]1[CH:16]=[C:15]([N+:17]([O-:19])=[O:18])[CH:14]=[CH:13][C:12]=1[O:20][CH2:21][CH2:22][O:23][CH3:24])[CH3:6]. Procedure details: 185 g of diethyl sulfate (1.2 mole) are added dropwise to a mixture of 577 g of toluene and 212 g of 2-amino-4-nitro-β-methoxyethoxybenzene (1 mole). The mixture is stirred at 80° C. for 5 hours and then neutralized with 169 g of 14% strength aqueous ammonia. The toluene is removed by azeotropic distillation and the aqueous residue is adjusted to pH 0.4 with 165 g of concentrated hydrochloric acid. 10 g of keiselguhr and 0.5 g of zinc dust are added to the mixture. It is then boiled under reflux... Starting materials: COC(=O)c1ccc(OC)c(C=C2COc3ccc(OCc4ccccc4)cc3C2=O)c1, CCOC(C)=O, C1CCOC1. Yields the product COC(=O)c1ccc(OC)c(CC2COc3ccc(OCc4ccccc4)cc3C2=O)c1. Reaction SMILES: [CH3:1][O:2][C:3]([c:4]1[cH:5][c:6]([CH:12]=[C:13]2[CH2:14][O:15][c:16]3[cH:17][cH:18][c:19]([O:24][CH2:25][c:26]4[cH:27][cH:28][cH:29][cH:30][cH:31]4)[cH:20][c:21]3[C:22]2=[O:23])[c:7]([O:10][CH3:11])[cH:8][cH:9]1)=[O:32].[CH3:38][CH2:39][O:40][C:41](=[O:42])[CH3:43].[O:33]1[CH2:34][CH2:35][CH2:36][CH2:37]1>>[CH3:1][O:2][C:3]([c:4]1[cH:5][c:6]([CH2:12][CH:13]2[CH2:14][O:15][c:16]3[cH:17][cH:18][c:19]([O:24][CH2:25][c:26]4[cH:27][cH:28][cH:29][cH:30][cH:31]4)[cH:20][c:21]3[C:22]2=[O:23])[c:7]([O:10][CH3:11])[cH:8][cH:9]1)=[O:32]. Starting materials: C(C)(C)(C)P(C1=C(C=CC=C1)C1=C(C=CC=C1)C)C(C)(C)C (2-di-tert-butylphosphino-2′-methylbiphenyl), C(C=C)OC(=O)[C@H]1N([C@@H]2C[C@@H]2C1)C(CN1N=C(C=2C1=NC=CC2)C(C)=O)=O ((1R,3S,5R)-2-[2-(3-acetyl-pyrazolo[3,4-b]pyridin-1-yl)acetyl]-2-azabicyclo[3.1.0]hexane-3-carboxylic acid allyl ester), C(=O)O (formic acid), TEA. The reagents and catalysts are [CH2-]C=C.[CH2-]C=C.Cl[Pd+].Cl[Pd+] (Allyl palladium chloride dimer). Run in CN(C)C=O (DMF), CN(C)C=O (DMF). Conditions: time 10 minute. Yields the product C(C)(=O)C1=NN(C2=NC=CC=C21)CC(=O)N2[C@@H]1C[C@@H]1C[C@H]2C(=O)O ((1R,3S,5R)-2-[2-(3-Acetyl-pyrazolo[3,4-b]pyridin-1-yl)-acetyl]-2-aza-bicyclo[3.1.0]hexane-3-carboxylic acid). As a reaction SMILES: C(P(C(C)(C)C)C1C=CC=CC=1C1C=CC=CC=1C)(C)(C)C.C(O)=O.C([O:29][C:30]([C@@H:32]1[CH2:37][C@@H:36]2[C@@H:34]([CH2:35]2)[N:33]1[C:38](=[O:52])[CH2:39][N:40]1[C:44]2=[N:45][CH:46]=[CH:47][CH:48]=[C:43]2[C:42]([C:49](=[O:51])[CH3:50])=[N:41]1)=[O:31])C=C>CN(C=O)C.[CH2-]C=C.[CH2-]C=C.Cl[Pd+].Cl[Pd+]>[C:49]([C:42]1[C:43]2[C:44](=[N:45][CH:46]=[CH:47][CH:48]=2)[N:40]([CH2:39][C:38]([N:33]2[C@H:32]([C:30]([OH:31])=[O:29])[CH2:37][C@@H:36]3[C@H:34]2[CH2:35]3)=[O:52])[N:41]=1)(=[O:51])[CH3:50] |f:4.5.6.7|. Reported procedure: Allyl palladium chloride dimer (0.084 g, 0.231 mmol) and 2-di-tert-butylphosphino-2′-methylbiphenyl (0.288 g, 0.923 mmol) were dissolved in DMF (7.69 mL) under argon atmosphere. The reaction mixture was stirred at RT for 10 min. After cooling the reaction mixture to 10° C., formic acid (0.513 mL, 13.38 mmol) was added followed by TEA (1.865 mL, 13.38 mmol) and a solution of (1R,3S,5R)-2-[2-(3-acetyl-pyrazolo[3,4-b]pyridin-1-yl)acetyl]-2-azabicyclo[3.1.0]hexane-3-carboxylic acid allyl ester (1 g,... The reactants are Cc1cc(C(N)=O)cc(C)c1CC(NC(=O)OC(C)(C)C)C(=O)O, CCN=C=NCCCN(C)C, CN(C)C=O, Cl, O, Oc1cccc2[nH]nnc12, c1ccc(-c2c[nH]c(C3Cc4ccccc4CN3)n2)cc1. Yields the product Cc1cc(C(N)=O)cc(C)c1CC(NC(=O)OC(C)(C)C)C(=O)N1Cc2ccccc2CC1c1nc(-c2ccccc2)c[nH]1. Reaction SMILES: [C:22]([CH3:23])([CH3:24])([CH3:25])[O:26][C:27](=[O:28])[NH:29][CH:30]([C:31](=[O:32])[OH:33])[CH2:34][c:35]1[c:36]([CH3:45])[cH:37][c:38]([C:42]([NH2:43])=[O:44])[cH:39][c:40]1[CH3:41].[CH3:58][N:59]([CH3:60])[CH2:61][CH2:62][CH2:63][N:64]=[C:65]=[N:66][CH2:67][CH3:68].[CH3:69][N:70]([CH3:71])[CH:72]=[O:73].[ClH:57].[OH2:46].[OH:47][c:48]1[c:49]2[n:50][n:51][nH:52][c:53]2[cH:54][cH:55][cH:56]1.[c:1]1(-[c:7]2[n:8][c:9]([CH:12]3[NH:13][CH2:14][c:15]4[cH:16][cH:17][cH:18][cH:19][c:20]4[CH2:21]3)[nH:10][cH:11]2)[cH:2][cH:3][cH:4][cH:5][cH:6]1>>[c:1]1(-[c:7]2[n:8][c:9]([CH:12]3[N:13]([C:31]([CH:30]([NH:29][C:27]([O:26][C:22]([CH3:23])([CH3:24])[CH3:25])=[O:28])[CH2:34][c:35]4[c:36]([CH3:45])[cH:37][c:38]([C:42]([NH2:43])=[O:44])[cH:39][c:40]4[CH3:41])=[O:32])[CH2:14][c:15]4[cH:16][cH:17][cH:18][cH:19][c:20]4[CH2:21]3)[nH:10][cH:11]2)[cH:2][cH:3][cH:4][cH:5][cH:6]1. The reactants are Cn1cc(Br)nc(Nc2cnn(CCO)c2)c1=O, CC(=O)OCc1c(B2OC(C)(C)C(C)(C)O2)cccc1N1CCn2c(cc3c2CCCC3)C1=O, CC#N, [K+], [K+], [K+], O, O=P([O-])([O-])[O-]. The product is CC(=O)OCc1c(-c2cn(C)c(=O)c(Nc3cnn(CCO)c3)n2)cccc1N1CCn2c(cc3c2CCCC3)C1=O. Reaction SMILES: [Br:1][c:2]1[n:3][c:4]([NH:10][c:11]2[cH:12][n:13][n:14]([CH2:16][CH2:17][OH:18])[cH:15]2)[c:5](=[O:9])[n:6]([CH3:8])[cH:7]1.[C:19]([CH3:20])(=[O:21])[O:22][CH2:23][c:24]1[c:25]([N:39]2[C:40](=[O:52])[c:41]3[n:42]([c:43]4[c:48]([cH:49]3)[CH2:47][CH2:46][CH2:45][CH2:44]4)[CH2:50][CH2:51]2)[cH:26][cH:27][cH:28][c:29]1[B:30]1[O:31][C:32]([CH3:33])([CH3:34])[C:35]([CH3:36])([CH3:37])[O:38]1.[CH3:62][C:63]#[N:64].[K+:58].[K+:59].[K+:60].[OH2:61].[P:53]([O-:54])([O-:55])([O-:56])=[O:57]>>[c:2]1(-[c:29]2[c:24]([CH2:23][O:22][C:19]([CH3:20])=[O:21])[c:25]([N:39]3[C:40](=[O:52])[c:41]4[n:42]([c:43]5[c:48]([cH:49]4)[CH2:47][CH2:46][CH2:45][CH2:44]5)[CH2:50][CH2:51]3)[cH:26][cH:27][cH:28]2)[n:3][c:4]([NH:10][c:11]2[cH:12][n:13][n:14]([CH2:16][CH2:17][OH:18])[cH:15]2)[c:5](=[O:9])[n:6]([CH3:8])[cH:7]1. The reactants are C(C)C1=CC=C(C=C1)O (4-ethylphenol), S(=O)(=O)(Cl)Cl (sulfuryl chloride). Solvent: C(Cl)(Cl)(Cl)Cl (carbon tetrachloride), C(Cl)(Cl)Cl (chloroform). Run at temperature 70 celsius. The product is ClC1=C(C=CC(=C1)CC)O (2-chloro-4-ethylphenol). Isolated yield 76.3%. As a reaction SMILES: [CH2:1]([C:3]1[CH:8]=[CH:7][C:6]([OH:9])=[CH:5][CH:4]=1)[CH3:2].S(Cl)([Cl:13])(=O)=O>C(Cl)(Cl)(Cl)Cl.C(Cl)(Cl)Cl>[Cl:13][C:5]1[CH:4]=[C:3]([CH2:1][CH3:2])[CH:8]=[CH:7][C:6]=1[OH:9]. Procedure details: A solution of 4-ethylphenol (25.4 g, 0.21 mol) and sulfuryl chloride (18.5 ml, 0.23 mol) in carbon tetrachloride (40 ml) was stirred under heating at 70° C. for 3 hr. The reaction mixture was diluted with chloroform and washed with water. The organic layer was dried over magnesium sulfate and the solvent was evaporated under reduced pressure. The residue was purified by silica gel column chromatography (hexane:ethyl acetate=9:1) to give 2-chloro-4-ethylphenol (25.1 g, 77%). Starting materials: C(C)(C)(C)OC(=O)N1N=C(C2=CC(=CC=C12)OC)C=CC(=O)OC (5-methoxy-3-(2-methoxycarbonyl-vinyl)-indazole-1-carboxylic acid tert-butyl ester), O1CCCC1 (tetrahydrofuran). The reagents and catalysts are [Os](=O)(=O)(=O)=O (osmium tetroxide). Run in O (water), O (water), I(=O)(=O)(=O)[O-].[Na+] (sodium periodate). Reaction conditions: time 16 hour. The product is C(C)(C)(C)OC(=O)N1N=C(C2=CC(=CC=C12)OC)C=O (3-formyl-5-methoxy-indazole-1-carboxylic acid tert-butyl ester). RXN SMILES: [C:1]([O:5][C:6]([N:8]1[C:16]2[C:11](=[CH:12][C:13]([O:17][CH3:18])=[CH:14][CH:15]=2)[C:10](C=CC(OC)=O)=[N:9]1)=[O:7])([CH3:4])([CH3:3])[CH3:2].[O:25]1CCC[CH2:26]1>O.I([O-])(=O)(=O)=O.[Na+].[Os](=O)(=O)(=O)=O>[C:1]([O:5][C:6]([N:8]1[C:16]2[C:11](=[CH:12][C:13]([O:17][CH3:18])=[CH:14][CH:15]=2)[C:10]([CH:26]=[O:25])=[N:9]1)=[O:7])([CH3:3])([CH3:2])[CH3:4] |f:3.4|. Procedure details: A solution of 5-methoxy-3-(2-methoxycarbonyl-vinyl)-indazole-1-carboxylic acid tert-butyl ester [282 mg, Reference Example 21(a)] in tetrahydrofuran (4 ml) and water (1.5 ml) was treated with a solution of osmium tetroxide in water (54 μL, 4 wt %) and sodium periodate (400 mg). The reaction mixture was stirred at ambient temperature for 16 hours and then filtered. The filtrate was evaporated and the residue was partitioned between ethyl acetate and water. The organic layer was dried over magnesi...